Dataset: the Open Reaction Database (ORD), a public repository of structured organic reaction records. Task: describe an organic reaction: reactants, conditions, products, and yield Starting materials: CC1(C(C(C2=C(C=C(C=C12)OC)C)(C)C)C)C (1,1,2,3,3,4-hexamethyl-6-methoxyindane), S(=O)(=O)([O-])OOS(=O)(=O)[O-].[K+].[K+] (potassium peroxydisulfate), C(C)#N (acetonitrile), C(Cl)Cl (methylene chloride). The reagents and catalysts are O.O.O.O.O.S(=O)(=O)([O-])[O-].[Cu+2] (copper(II) sulfate pentahydrate). The solvent is O (water). Product: C(=O)C=1C(=C2C(C(C(C2=CC1OC)(C)C)C)(C)C)C (5-formyl-1,1,2,3,3,4-hexamethyl-6-methoxyindane). As a reaction SMILES: [CH3:1][C:2]1([CH3:17])[C:10]2[C:5](=[C:6](C)[CH:7]=[C:8]([O:11][CH3:12])[CH:9]=2)[C:4]([CH3:15])([CH3:14])[CH:3]1[CH3:16].S(OOS([O-])(=O)=O)([O-])(=O)=[O:19].[K+].[K+].C(Cl)Cl.[C:33](#N)[CH3:34]>O.O.O.O.O.O.S([O-])([O-])(=O)=O.[Cu+2]>[CH:6]([C:7]1[C:33]([CH3:34])=[C:5]2[C:10](=[CH:9][C:8]=1[O:11][CH3:12])[C:2]([CH3:17])([CH3:1])[CH:3]([CH3:16])[C:4]2([CH3:15])[CH3:14])=[O:19] |f:1.2.3,7.8.9.10.11.12.13|. Procedure: The 1,1,2,3,3,4-hexamethyl-6-methoxyindane (10.8 g) is then heated with copper(II) sulfate pentahydrate (18.04 g) and potassium peroxydisulfate (60.55 g) in acetonitrile and water (1:1, 500 ml) at reflux for about 15 to 20 minutes, following procedures similar to those described in Hauser et al., Synthesis, pp. 723-724 (1987). The mixture is then cooled to room temperature and methylene chloride (150 ml) is added. The layers are separated and the aqueous phase is further extracted with additiona... Reaction SMILES: [Cl:1][C:2]1[CH:28]=[CH:27][C:5]([CH2:6][N:7]2[C:15]3[C:10](=[CH:11][C:12]([CH:16]=[C:17]4[S:21][C:20](SCC)=[N:19][C:18]4=[O:25])=[CH:13][CH:14]=3)[C:9]([CH3:26])=[N:8]2)=[C:4]([C:29]([F:32])([F:31])[F:30])[CH:3]=1.[C:33]([O:37][C:38]([N:40]1[CH2:45][CH2:44][NH:43][CH2:42][CH:41]1[CH2:46][OH:47])=[O:39])([CH3:36])([CH3:35])[CH3:34]>>[C:33]([O:37][C:38]([N:40]1[CH2:45][CH2:44][N:43]([C:20]2[S:21][C:17](=[CH:16][C:12]3[CH:11]=[C:10]4[C:15](=[CH:14][CH:13]=3)[N:7]([CH2:6][C:5]3[CH:27]=[CH:28][C:2]([Cl:1])=[CH:3][C:4]=3[C:29]([F:31])([F:32])[F:30])[N:8]=[C:9]4[CH3:26])[C:18](=[O:25])[N:19]=2)[CH2:42][CH:41]1[CH2:46][OH:47])=[O:39])([CH3:36])([CH3:35])[CH3:34]. Starting materials: ClC1=CC(=C(CN2N=C(C3=CC(=CC=C23)C=C2C(N=C(S2)SCC)=O)C)C=C1)C(F)(F)F (5-[1-(4-Chloro-2-trifluoromethyl-benzyl)-3-methyl-1H-indazol-5-ylmethylene]-2-ethylsulfanyl-thiazol-4-one), C(C)(C)(C)OC(=O)N1C(CNCC1)CO (2-Hydroxymethyl-piperazine-1-carboxylic acid tert-butyl ester). Yields the product C(C)(C)(C)OC(=O)N1C(CN(CC1)C=1SC(C(N1)=O)=CC=1C=C2C(=NN(C2=CC1)CC1=C(C=C(C=C1)Cl)C(F)(F)F)C)CO (4-{5-[1-(4-Chloro-2-trifluoromethyl-benzyl)-3-methyl-1H-indazol-5-ylmethylene]-4-oxo-4,5-dihydro-thiazol-2-yl}-2-hydroxymethyl-piperazine-1-carboxylic acid tert-butyl ester). Procedure: 4-{5-[1-(4-Chloro-2-trifluoromethyl-benzyl)-3-methyl-1H-indazol-5-ylmethylene]-4-oxo-4,5-dihydro-thiazol-2-yl}-2-hydroxymethyl-piperazine-1-carboxylic acid tert-butyl ester was prepared from 5-[1-(4-Chloro-2-trifluoromethyl-benzyl)-3-methyl-1H-indazol-5-ylmethylene]-2-ethylsulfanyl-thiazol-4-one and 2-Hydroxymethyl-piperazine-1-carboxylic acid tert-butyl ester following General Procedure C. Reactants: [Al+3], CC1=CC(=O)OC1=O, [Cl-], [Cl-], [Cl-], S=C=S, O=C1CCCN1c1ccccc1. Product: CC(=CC(=O)O)C(=O)c1ccccc1N1CCCC1=O. As a reaction SMILES: [Al+3:2].[CH3:17][C:18]1=[CH:23][C:22](=[O:24])[O:21][C:19]1=[O:20].[Cl-:1].[Cl-:3].[Cl-:4].[S:25]=[C:26]=[S:27].[c:5]1([N:11]2[C:12](=[O:16])[CH2:13][CH2:14][CH2:15]2)[cH:6][cH:7][cH:8][cH:9][cH:10]1>>[c:5]1([N:11]2[C:12](=[O:16])[CH2:13][CH2:14][CH2:15]2)[cH:6][cH:7][cH:8][cH:9][c:10]1[C:19]([C:18]([CH3:17])=[CH:23][C:22](=[O:21])[OH:24])=[O:20].